This data is from the Open Reaction Database (ORD), a public repository of structured organic reaction records. The task is: describe an organic reaction: reactants, conditions, products, and yield The reactants are BrC=1C(=C(C(=C(N)C1)F)C)F (5-bromo-2,4-difluoro-3-methylaniline), F[B-](F)(F)F.[H+] (fluoroboric acid), N(=O)[O-].[Na+] (sodium nitrite). The solvent is O (water). The product is F[B-](F)(F)F.BrC=1C(=C(C(=C(C1)[N+]#N)F)C)F (5-Bromo-2,4-difluoro-3-methylbenzenediazonium tetrafluoroborate). Reaction SMILES: [Br:1][C:2]1[C:3]([F:11])=[C:4]([CH3:10])[C:5]([F:9])=[C:6]([CH:8]=1)[NH2:7].[N:12]([O-])=O.[Na+].[F:16][B-:17]([F:20])([F:19])[F:18].[H+]>O>[F:16][B-:17]([F:20])([F:19])[F:18].[Br:1][C:2]1[C:3]([F:11])=[C:4]([CH3:10])[C:5]([F:9])=[C:6]([N+:7]#[N:12])[CH:8]=1 |f:1.2,3.4,6.7|. Procedure details: To a suspension of 5-bromo-2,4-difluoro-3-methylaniline (24.60 g) in 42% fluoroboric acid (150 ml) with stirring vigorously at -3° to 0° C. was added sodium nitrite (11.47 g) in water (20 ml) dropwise during 40 minutes. After stirring for 1.5 hours at 0° to 5° C., the reacting mixture was cooled with ice bath sufficiently and the resulting precipitate was collected by filtration. This precipitate was washed with small portion of water and ether and dried under reduced pressure to give the title ... The reactants are BrC1=C(N)C=CC(=C1)CC (2-bromo-4-ethylaniline), cuprous cyanide, N1=CC=CC=C1 (pyridine), resultant mixture, N (ammonia), O (water), resultant mixture, C(C)(=O)OCC (ethyl acetate). The solvent is C1=CC=CC=C1 (benzene). Reaction conditions: temperature 160 celsius, time 16 hour. Product: NC1=C(C#N)C=CC(=C1)CC (2-amino-4-ethylbenzonitrile). Reaction SMILES: Br[C:2]1[CH:8]=[C:7]([CH2:9][CH3:10])[CH:6]=[CH:5][C:3]=1N.[NH3:11].O.C(OCC)(=O)C.[N:19]1[CH:24]=CC=CC=1>C1C=CC=CC=1>[NH2:11][C:2]1[CH:8]=[C:7]([CH2:9][CH3:10])[CH:6]=[CH:5][C:3]=1[C:24]#[N:19]. Procedure details: A mixture of 2-bromo-4-ethylaniline (29.2 g) and cuprous cyanide (14.4 g) in dry pyridine (25.4 g) was stirred for 16 hours at 160° C. After cooling to 60° C., the resultant mixture was poured into a mixture (250 ml) of conc. aqueous ammonia and water (1:1) with stirring. To the resultant mixture was added ethyl acetate (300 ml) with stirring. Insoluble materials were filtered off. The organic layer was washed three times with water and with aqueous solution saturated with sodium chloride, dried... The reactants are 15.2, NC1=CC(=C(C(=C1)Cl)C(C#N)C1=CC=C(C=C1)Cl)Cl (4-amino-2,6-dichloro-α-(4-chlorophenyl)-benzeneacetonitrile), NC1=CC(=C(C(=C1)Cl)C(C#N)C1=CC=C(C=C1)Cl)Cl (4-amino-2,6-dichloro-α-(4-chlorophenyl)-benzeneacetonitrile), Cl (hydrochloric acid), N(=O)[O-].[Na+] (sodium nitrite), C(C)(=O)[O-].[Na+] (sodium acetate), C(C)OC(NC(CC#N)=O)=O (ethyl(2-cyanoacetyl)carbamate). The solvent is C(C)(=O)O (acetic acid), O (water), O (water). The product is C(C)OC(NC(C(C#N)=NNC1=CC(=C(C(=C1)Cl)C(C#N)C1=CC=C(C=C1)Cl)Cl)=O)=O (ethyl[2-[[3,5-dichloro-4-[(4-chlorophenyl)cyanomethyl]phenyl]hydrazono]-2-cyanoacetyl]carbamate). Reaction SMILES: [NH2:1][C:2]1[CH:7]=[C:6]([Cl:8])[C:5]([CH:9]([C:12]2[CH:17]=[CH:16][C:15]([Cl:18])=[CH:14][CH:13]=2)[C:10]#[N:11])=[C:4]([Cl:19])[CH:3]=1.Cl.[N:21]([O-])=O.[Na+].C([O-])(=O)C.[Na+].[CH2:30]([O:32][C:33](=[O:40])[NH:34][C:35](=[O:39])[CH2:36][C:37]#[N:38])[CH3:31]>O.C(O)(=O)C>[CH2:30]([O:32][C:33](=[O:40])[NH:34][C:35](=[O:39])[C:36](=[N:21][NH:1][C:2]1[CH:3]=[C:4]([Cl:19])[C:5]([CH:9]([C:12]2[CH:17]=[CH:16][C:15]([Cl:18])=[CH:14][CH:13]=2)[C:10]#[N:11])=[C:6]([Cl:8])[CH:7]=1)[C:37]#[N:38])[CH3:31] |f:2.3,4.5|. Procedure: To a stirred and cooled (5-10 degrees C) mixture of 15.2 parts of 4-amino-2,6-dichloro-α-(4-chlorophenyl)-benzeneacetonitrile (intermediate 2), 14.4 parts of concentrate hydrochloric acid and 125 parts of acetic acid is added dropwise, during a 30 minutes period, a solution of 3.5 parts of sodium nitrite in 15 parts of water at about 10 degrees C. Upon completion, the whole is stirred for 30 minutes and then 10 parts of sodium acetate and 7.8 parts of ethyl(2-cyanoacetyl)carbamate are added, dur... Starting materials: N1(CCCC1)CCN1N=CC2=CC=C(C=C12)N (1-(2-pyrrolidin-1-yl-ethyl)-1H-indazol-6-ylamine), C(C1=CC=CC=C1)OC1=CC=C(C=C1)CCC(=O)O (3-(4-benzyloxy-phenyl)-propionic acid). Yields the product C(C1=CC=CC=C1)OC1=CC=C(C=C1)CCC(=O)NC1=CC=C2C=NN(C2=C1)CCN1CCCC1 (3-[4-(benzyloxy)phenyl]-N-[1-(2-pyrrolidin-1-ylethyl)-1H-indazol-6-yl]propanamide). Reaction SMILES: [N:1]1([CH2:6][CH2:7][N:8]2[C:16]3[C:11](=[CH:12][CH:13]=[C:14]([NH2:17])[CH:15]=3)[CH:10]=[N:9]2)[CH2:5][CH2:4][CH2:3][CH2:2]1.[CH2:18]([O:25][C:26]1[CH:31]=[CH:30][C:29]([CH2:32][CH2:33][C:34](O)=[O:35])=[CH:28][CH:27]=1)[C:19]1[CH:24]=[CH:23][CH:22]=[CH:21][CH:20]=1>>[CH2:18]([O:25][C:26]1[CH:27]=[CH:28][C:29]([CH2:32][CH2:33][C:34]([NH:17][C:14]2[CH:15]=[C:16]3[C:11]([CH:10]=[N:9][N:8]3[CH2:7][CH2:6][N:1]3[CH2:5][CH2:4][CH2:3][CH2:2]3)=[CH:12][CH:13]=2)=[O:35])=[CH:30][CH:31]=1)[C:19]1[CH:20]=[CH:21][CH:22]=[CH:23][CH:24]=1. Procedure details: According to the procedure for Example 49, 1-(2-pyrrolidin-1-yl-ethyl)-1H-indazol-6-ylamine and 3-(4-benzyloxy-phenyl)-propionic acid were processed to provide the title compound. 1H NMR (500 MHz, DMSO-D6) δ ppm 1.83 (m, 2 H), 2.00 (m, 2 H), 2.66 (t, J=7.64 Hz, 2 H), 2.88 (t, J=7.49 Hz, 2 H), 3.05 (dd, J=10.45, 7.33 Hz, 2 H), 3.53 (m, 2 H), 3.69 (m, 2 H), 4.67 (t, J=6.24 Hz, 2 H), 5.06 (s, 2 H), 6.93 (m, 2 H), 7.07 (m, 1 H), 7.18 (m, 2 H), 7.32 (m, 1 H), 7.40 (m, 4 H), 7.70 (m, 1 H), 8.08 (m, 1 ... Reactants: BrCCCBr, O=C1NC(=O)c2ccccc21, CN(C)C=O, [K]. Product: O=C1c2ccccc2C(=O)N1CCCBr. Reaction SMILES: [Br:13][CH2:14][CH2:15][CH2:16][Br:17].[C:1]1(=[O:11])[c:2]2[c:3]([cH:7][cH:8][cH:9][cH:10]2)[C:4](=[O:6])[NH:5]1.[CH3:18][N:19]([CH3:20])[CH:21]=[O:22].[K:12]>>[C:1]1(=[O:11])[c:2]2[c:3]([cH:7][cH:8][cH:9][cH:10]2)[C:4](=[O:6])[N:5]1[CH2:16][CH2:15][CH2:14][Br:13]. Starting materials: CC1=NN(C(=C1[N+](=O)[O-])C(=O)Cl)CCC (3-methyl-4-nitro-1-n-propyl-pyrazole-5-carbonyl chloride), [OH-].[NH4+] (ammonium hydroxide). The solvent is CC(=O)C (acetone). Product: CC1=NN(C(=C1[N+](=O)[O-])C(=O)N)CCC (3-methyl-4-nitro-1-n-propylpyrazole-5-carboxamide). Isolated yield 79.0%. RXN SMILES: [CH3:1][C:2]1[C:6]([N+:7]([O-:9])=[O:8])=[C:5]([C:10](Cl)=[O:11])[N:4]([CH2:13][CH2:14][CH3:15])[N:3]=1.[OH-].[NH4+:17]>CC(C)=O>[CH3:1][C:2]1[C:6]([N+:7]([O-:9])=[O:8])=[C:5]([C:10]([NH2:17])=[O:11])[N:4]([CH2:13][CH2:14][CH3:15])[N:3]=1 |f:1.2|. Procedure details: A solution of 46 g (0.2 mol) of 3-methyl-4-nitro-1-n-propyl-pyrazole-5-carbonyl chloride [J. Med. Chem., 16 1346 (1973)] in 50 ml of acetone is added slowly to 250 ml of cold (5° C.) concentrated ammonium hydroxide. The mixture is filtered to give 33 g (79%) of 3-methyl-4-nitro-1-n-propylpyrazole-5-carboxamide, mp 136°-138° C. The amide (33 g, 0.15 mol) is stirred under reflux in 100 ml of phosphorus oxychloride for 2.5 hours and evaporated in vacuo. The residue is stirred in 250 ml of ice water... Reactants: Cl (HCl), B (borane), ClC1=CC=C(C(C(=O)O)=C1Cl)N (5,6-dichloroanthranilic acid). Isolated yield 76.0%. As a reaction SMILES: B.[Cl:2][C:3]1[C:11]([Cl:12])=[C:7]([C:8](O)=[O:9])[C:6]([NH2:13])=[CH:5][CH:4]=1.Cl>O1CCCC1>[NH2:13][C:6]1[C:7]([CH2:8][OH:9])=[C:11]([Cl:12])[C:3]([Cl:2])=[CH:4][CH:5]=1. Yields the product NC1=CC=C(C(=C1CO)Cl)Cl (6-Amino-2,3-Dichlorobenzyl Alcohol). Solvent: O1CCCC1 (tetrahydrofuran), O1CCCC1 (tetrahydrofuran). Procedure details: A solution of borane (0.55 mol) in 550 ml of tetrahydrofuran was slowly added, over a period of 1 hour, to a solution of 5,6-dichloroanthranilic acid (44.5 g, 0.216 mol) in tetrahydrofuran (1200 ml). The solution was heated at reflux for 18 hours, cooled and treated slowly with 550 ml of 1N HCl. The tetrahydrofuran was removed in vacuo at 30° and the aqueous mixture was washed with ether and then made basic with concentrated NH4OH. The resulting solid was extracted with ether, dried (K2CO3) and ... Starting materials: C(C)(C)(C)OC(=O)N1C2(CCCC2)C(N([C@](C1)(C)C1=CC(=CC(=C1)F)F)CC(=O)O)=O ([(8R)-6-(tert-butoxycarbonyl)-8-(3,5-difluorophenyl)-8-methyl-10-oxo-6,9-diazaspiro[4.5]dec-9-yl]acetic acid), C(C)(C)(C)OC(=O)N1C2(CCCC2)C(N([C@](C1)(C)C1=CC(=CC(=C1)F)F)CC(=O)O)=O ([(8R)-6-(tert-butoxycarbonyl)-8-(3,5-difluorophenyl)-8-methyl-10-oxo-6,9-diazaspiro[4.5]dec-9-yl]acetic acid), FC(C(=O)OC1=C(C(=C(C(=C1F)F)F)F)F)(F)F (pentafluorophenyl trifluoroacetate). Solvent: CN(C)C=O (DMF). Conditions: time 4 hour. Product: FC=1C=C(C=C(C1)F)[C@@]1(CN(C2(CCCC2)C(N1CC(OC1=C(C(=C(C(=C1F)F)F)F)F)=O)=O)C(=O)OC(C)(C)C)C (tert-Butyl (8R)-8-(3,5-difluorophenyl)-8-methyl-10-oxo-9-[2-oxo-2-(pentafluorophenoxy)ethyl]-6,9-diazaspiro[4.5]decane-6-carboxylate). As a reaction SMILES: [C:1]([O:5][C:6]([N:8]1[CH2:17][C@:16]([C:19]2[CH:24]=[C:23]([F:25])[CH:22]=[C:21]([F:26])[CH:20]=2)([CH3:18])[N:15]([CH2:27][C:28]([OH:30])=[O:29])[C:14](=[O:31])[C:9]21[CH2:13][CH2:12][CH2:11][CH2:10]2)=[O:7])([CH3:4])([CH3:3])[CH3:2].FC(F)(F)C(O[C:37]1[C:42]([F:43])=[C:41]([F:44])[C:40]([F:45])=[C:39]([F:46])[C:38]=1[F:47])=O>CN(C=O)C>[F:25][C:23]1[CH:24]=[C:19]([C@@:16]2([CH3:18])[N:15]([CH2:27][C:28](=[O:30])[O:29][C:37]3[C:38]([F:47])=[C:39]([F:46])[C:40]([F:45])=[C:41]([F:44])[C:42]=3[F:43])[C:14](=[O:31])[C:9]3([CH2:10][CH2:11][CH2:12][CH2:13]3)[N:8]([C:6]([O:5][C:1]([CH3:2])([CH3:3])[CH3:4])=[O:7])[CH2:17]2)[CH:20]=[C:21]([F:26])[CH:22]=1. Procedure details: To a stirred solution of [(8R)-6-(tert-butoxycarbonyl)-8-(3,5-difluorophenyl)-8-methyl-10-oxo-6,9-diazaspiro[4.5]dec-9-yl]acetic acid (254 mg, 0.579 mmol, described in Intermediate 21) in DMF (2 mL) was added pentafluorophenyl trifluoroacetate (0.7 mL, 4.07 mmol). The reaction mixture was stirred for 4 h at ambient temperature, then partitioned between saturated aqueous NaHCO3 (30 mL) and EtOAc (50 mL). The organic layer was dried over Na2SO4, filtered, and concentrated in vacuo. The crude produ... Starting materials: OC=1C=C2C=C(NC2=CC1)C(=O)OC (Methyl 5-Hydroxy-1H-indole-2-carboxylate), C1(=CC=CC=C1)P(C1=CC=CC=C1)C1=CC=CC=C1 (triphenylphosphine), N(=NC(=O)OCC)C(=O)OCC (diethyl azodicarboxylate), CC1(OCC(CO1)CO)C ((2,2-dimethyl-1,3-dioxan-5-yl)methanol). Solvent: C(Cl)Cl (CH2Cl2). Run at time 8 hour. The product is CC1(OCC(CO1)COC=1C=C2C=C(NC2=CC1)C(=O)OC)C (methyl 5-{[(2,2-dimethyl-1,3-dioxan-5-yl)methyl]oxy}-1H-indole-2-carboxylate). Isolated yield 93.9%. RXN SMILES: [OH:1][C:2]1[CH:3]=[C:4]2[C:8](=[CH:9][CH:10]=1)[NH:7][C:6]([C:11]([O:13][CH3:14])=[O:12])=[CH:5]2.C1(P(C2C=CC=CC=2)C2C=CC=CC=2)C=CC=CC=1.N(C(OCC)=O)=NC(OCC)=O.[CH3:46][C:47]1([CH3:55])[O:52][CH2:51][CH:50]([CH2:53]O)[CH2:49][O:48]1>C(Cl)Cl>[CH3:46][C:47]1([CH3:55])[O:52][CH2:51][CH:50]([CH2:53][O:1][C:2]2[CH:3]=[C:4]3[C:8](=[CH:9][CH:10]=2)[NH:7][C:6]([C:11]([O:13][CH3:14])=[O:12])=[CH:5]3)[CH2:49][O:48]1. Procedure: Methyl 5-Hydroxy-1H-indole-2-carboxylate (0.10 g, 0.5 mmol), triphenylphosphine (0.28 g, 1.0 mmol), diethyl azodicarboxylate (0.18 g, 1.0 mmol) and (2,2-dimethyl-1,3-dioxan-5-yl)methanol (0.15 g, 1.0 mmol) were dissolved in CH2Cl2 (5 mL) and the mixture was stirred overnight. The solvent was evaporated. Purification was accomplished by Reverse-Phase HPLC (water/acetonitrile with 0.1% TFA). The desired fractions were neutralized with saturated NaHCO3 and extracted with EtOAc. The organic extracts...